This data is from the Open Reaction Database (ORD), a public repository of structured organic reaction records. The task is: describe an organic reaction: reactants, conditions, products, and yield RXN SMILES: [Br-:23].[C:1](=[O:2])([OH:3])[N:4]([CH:5]([CH2:6][c:7]1[cH:8][cH:9][cH:10][cH:11][cH:12]1)[CH2:13][OH:14])[CH2:15][c:16]1[cH:17][cH:18][cH:19][cH:20][cH:21]1.[C:38](=[O:39])([OH:40])[O-:41].[CH3:24][C:25]1([CH3:34])[N:26]([O:27])[C:28]([CH3:29])([CH3:30])[CH2:31][CH2:32][CH2:33]1.[Cl:35][O-:36].[Cl:55][CH2:56][Cl:57].[Na+:22].[Na+:37].[Na+:42].[Na+:53].[Na+:54].[OH2:43].[OH2:44].[OH2:45].[OH2:46].[OH2:47].[OH2:58].[S:48]([O-:49])([O-:50])(=[O:51])=[S:52]>>[C:1](=[O:2])([OH:3])[N:4]([CH:5]([CH2:6][c:7]1[cH:8][cH:9][cH:10][cH:11][cH:12]1)[CH:13]=[O:14])[CH2:15][c:16]1[cH:17][cH:18][cH:19][cH:20][cH:21]1. Reactants: [Br-], O=C(O)N(Cc1ccccc1)C(CO)Cc1ccccc1, O=C([O-])O, CC1(C)CCCC(C)(C)N1O, [O-]Cl, ClCCl, [Na+], [Na+], [Na+], [Na+], [Na+], O, O, O, O, O, O, O=S([O-])([O-])=S. The product is O=CC(Cc1ccccc1)N(Cc1ccccc1)C(=O)O. Starting materials: ClC1=CC(NC=C1[N+](=O)[O-])=O (4-chloro-5-nitropyridin-2(1H)-one), FC1=C(N)C=CC(=C1)I (2-fluoro-4-iodoaniline), O (water). Reagents/catalysts: Cl (HCl). The solvent is CCO (EtOH). Conditions: temperature 90 celsius, time 20 minute. Product: FC1=C(C=CC(=C1)I)NC1=CC(NC=C1[N+](=O)[O-])=O (4-(2-Fluoro-4-iodophenylamino)-5-nitropyridin-2(1H)-one). Isolated yield 45.0%. Reaction SMILES: Cl[C:2]1[C:7]([N+:8]([O-:10])=[O:9])=[CH:6][NH:5][C:4](=[O:11])[CH:3]=1.[F:12][C:13]1[CH:19]=[C:18]([I:20])[CH:17]=[CH:16][C:14]=1[NH2:15].O>CCO.Cl>[F:12][C:13]1[CH:19]=[C:18]([I:20])[CH:17]=[CH:16][C:14]=1[NH:15][C:2]1[C:7]([N+:8]([O-:10])=[O:9])=[CH:6][NH:5][C:4](=[O:11])[CH:3]=1. Reported procedure: To the mixture of 4-chloro-5-nitropyridin-2(1H)-one (90.1 mg, 0.517 mmol) and 2-fluoro-4-iodoaniline (137.5 mg, 0.58 mmol) dissolved in EtOH (5 mL) was added 6 drops of HCl (37% wt in water). The reaction vessel was closed and heated at 90° C. for 48 hours. After cooling to room temperature, water was added, and the solution was stirred at room temperature for 20 min. The precipitate was filtered, washed with water, dried under vacuum and used for the next reaction without further purification. ... The reactants are Oc1ccc(F)cc1Br, ClCCl, OCC=CC(F)(F)F, CCOC(=O)N=NC(=O)OCC, c1ccc(P(c2ccccc2)c2ccccc2)cc1. Product: Fc1ccc(OCC=CC(F)(F)F)c(Br)c1. RXN SMILES: [Br:9][c:10]1[c:11]([OH:17])[cH:12][cH:13][c:14]([F:16])[cH:15]1.[Cl:49][CH2:50][Cl:51].[F:1][C:2]([CH:3]=[CH:4][CH2:5][OH:6])([F:7])[F:8].[O:37]=[C:38]([O:39][CH2:40][CH3:41])[N:42]=[N:43][C:44]([O:45][CH2:46][CH3:47])=[O:48].[c:18]1([P:19]([c:20]2[cH:21][cH:22][cH:23][cH:24][cH:25]2)[c:26]2[cH:27][cH:28][cH:29][cH:30][cH:31]2)[cH:32][cH:33][cH:34][cH:35][cH:36]1>>[F:1][C:2]([CH:3]=[CH:4][CH2:5][O:6][c:11]1[c:10]([Br:9])[cH:15][c:14]([F:16])[cH:13][cH:12]1)([F:7])[F:8]. The reactants are ClC1=CC=C(C=C1)C1(CC1)C(=O)O (1-(4-chlorophenyl) cyclopropanecarboxylic acid), NCCCN1CCC(CC1)C=1C=C(C=CC1)NC(CCC)=O (N{3-[1-(3-amino propyl)-4-piperidinyl]phenyl}butanamide). The product is C(CCC)(=O)NC=1C=C(C=CC1)C1CCN(CC1)CCCNC(=O)C1(CC1)C1=CC=C(C=C1)Cl (N-(3-{4-[3-(butyrylamino)phenyl]-1-piperidinyl}propyl)-1-(4-chlorophenyl)cyclopropane carboxamide). Reaction SMILES: [Cl:1][C:2]1[CH:7]=[CH:6][C:5]([C:8]2([C:11]([OH:13])=O)[CH2:10][CH2:9]2)=[CH:4][CH:3]=1.[NH2:14][CH2:15][CH2:16][CH2:17][N:18]1[CH2:23][CH2:22][CH:21]([C:24]2[CH:25]=[C:26]([NH:30][C:31](=[O:35])[CH2:32][CH2:33][CH3:34])[CH:27]=[CH:28][CH:29]=2)[CH2:20][CH2:19]1>>[C:31]([NH:30][C:26]1[CH:25]=[C:24]([CH:21]2[CH2:22][CH2:23][N:18]([CH2:17][CH2:16][CH2:15][NH:14][C:11]([C:8]3([C:5]4[CH:4]=[CH:3][C:2]([Cl:1])=[CH:7][CH:6]=4)[CH2:9][CH2:10]3)=[O:13])[CH2:19][CH2:20]2)[CH:29]=[CH:28][CH:27]=1)(=[O:35])[CH2:32][CH2:33][CH3:34]. Reported procedure: Example 69 was prepared from 1-(4-chlorophenyl) cyclopropanecarboxylic acid and N{3-[1-(3-amino propyl)-4-piperidinyl]phenyl}butanamide according to the procedures described in Scheme 10: 1H NMR (400 MHz, CDCl3) δ 7.53 (s, 1H), 7.45 (s, 1H), 7.36–7.34 (m, 5H), 7.24 (t, 1H, J=8.0 Hz), 6.94 (d, 1H, J=7.6 Hz), 5.69 (br s, 1H), 3.25 (dd, 2H, J=6.8, 12.8 Hz), 2.87 (d, 2H, J=11.6 Hz), 2.44 (m, 1H), 2.35 (t, 2H, J=7.2 Hz), 2.29 (t, 2H, J=6.8 Hz), 1.95 (t, 2H, J=11.2 Hz), 1.80–1.74 (m, 4H), 1.63–1.59 (m... The reactants are Cl (hydrochloric acid), C(C(=O)C1=CC=CC=C1)CCNC1=C(NC2=CC(=CC(=C12)Cl)Cl)C(=O)OCC (3-[(phenacyl)ethylamino]-2-carbethoxy-4,6-dichloroindole), O (water), O.[OH-].[Li+] (lithium hydroxide monohydrate). Run in O1CCCC1 (tetrahydrofuran). The product is C(C(=O)C1=CC=CC=C1)CCNC1=C(NC2=CC(=CC(=C12)Cl)Cl)C(=O)O (3-[(Phenacyl)ethylamino]-2-carboxy-4,6-dichloroindole). The yield is 55.3%. RXN SMILES: [CH2:1]([CH2:10][CH2:11][NH:12][C:13]1[C:21]2[C:16](=[CH:17][C:18]([Cl:23])=[CH:19][C:20]=2[Cl:22])[NH:15][C:14]=1[C:24]([O:26]CC)=[O:25])[C:2]([C:4]1[CH:9]=[CH:8][CH:7]=[CH:6][CH:5]=1)=[O:3].O.O.[OH-].[Li+].Cl>O1CCCC1>[CH2:1]([CH2:10][CH2:11][NH:12][C:13]1[C:21]2[C:16](=[CH:17][C:18]([Cl:23])=[CH:19][C:20]=2[Cl:22])[NH:15][C:14]=1[C:24]([OH:26])=[O:25])[C:2]([C:4]1[CH:9]=[CH:8][CH:7]=[CH:6][CH:5]=1)=[O:3] |f:2.3.4|. Procedure: Mix 3-[(phenacyl)ethylamino]-2-carbethoxy-4,6-dichloroindole (600 mg, 1.48 mmol), water (10 mL) and tetrahydrofuran (10 mL). Add lithium hydroxide monohydrate (0.22 g, 5.18 mmol) and stir at room temperature for 24 hours. Heat to reflux for 5 hours then pour into 1N hydrochloric acid (100 mL). Extract into ethyl acetate, dry (MgSO4) and evaporate the solvent in vacuo to give the crude product (0.72 g) as a white solid. Recrystallize (ethyl acetate/hexane) to give the title compound (0.32 g, 57%)... Starting materials: CN1C(OC2=C1C=CC=C2)=O (3-Methyl-3H-benzoxazol-2-one), P12(=S)SP3(=S)SP(=S)(S1)SP(=S)(S2)S3 (diphosphorus pentasulphide). Run at temperature 140 celsius. The product is CN1C(OC2=C1C=CC=C2)=S (3-Methyl-3H-benzooxazole-2-thione). The yield is 80.0%. RXN SMILES: [CH3:1][N:2]1[C:6]2[CH:7]=[CH:8][CH:9]=[CH:10][C:5]=2[O:4][C:3]1=O.P12(SP3(SP(SP(S3)(S1)=S)(=S)S2)=S)=[S:13]>>[CH3:1][N:2]1[C:6]2[CH:7]=[CH:8][CH:9]=[CH:10][C:5]=2[O:4][C:3]1=[S:13]. Reported procedure: 3-Methyl-3H-benzoxazol-2-one (2.0 g, 13.4 mmol) was treated with diphosphorus pentasulphide (4.0 g, 18 mmol). The mixture was heated to 140° C. for 2 hours with vigorous stirring. The solid was cooled and then extracted with toluene (2×50 ml). The toluene extract was evaporated in vacuo and the residue partitioned between ethyl acetate (2×10 ml) and water (20 ml). The organic phases were combined and dried over magnesium sulfate. The volatiles were removed in vacuo to provide the desired compoun...